Dataset: the Open Reaction Database (ORD), a public repository of structured organic reaction records. Task: describe an organic reaction: reactants, conditions, products, and yield Reactants: CC(C)(C)c1ccc(C2CC2C(=O)O)c(N2CCCCC2)n1, CN(C)c1ccncc1, O=C(Cl)C(=O)Cl, ClCCl, Cl, Cc1cc(C(C)N)ccc1NS(C)(=O)=O, c1ccncc1. Product: Cc1cc(C(C)NC(=O)C2CC2c2ccc(C(C)(C)C)nc2N2CCCCC2)ccc1NS(C)(=O)=O. RXN SMILES: [C:1]([CH3:2])([CH3:3])([CH3:4])[c:5]1[cH:6][cH:7][c:8]([CH:17]2[CH:18]([C:20](=[O:21])[OH:22])[CH2:19]2)[c:9]([N:11]2[CH2:12][CH2:13][CH2:14][CH2:15][CH2:16]2)[n:10]1.[CH3:48][N:49]([c:50]1[cH:51][cH:52][n:53][cH:54][cH:55]1)[CH3:56].[Cl:23][C:24]([C:25]([Cl:26])=[O:27])=[O:28].[Cl:45][CH2:46][Cl:47].[ClH:29].[NH2:30][CH:31]([CH3:32])[c:33]1[cH:34][c:35]([CH3:44])[c:36]([NH:39][S:40](=[O:41])(=[O:42])[CH3:43])[cH:37][cH:38]1.[cH:57]1[cH:58][cH:59][n:60][cH:61][cH:62]1>>[C:1]([CH3:2])([CH3:3])([CH3:4])[c:5]1[cH:6][cH:7][c:8]([CH:17]2[CH:18]([C:20](=[O:21])[NH:30][CH:31]([CH3:32])[c:33]3[cH:34][c:35]([CH3:44])[c:36]([NH:39][S:40](=[O:41])(=[O:42])[CH3:43])[cH:37][cH:38]3)[CH2:19]2)[c:9]([N:11]2[CH2:12][CH2:13][CH2:14][CH2:15][CH2:16]2)[n:10]1. Starting materials: C(C1=CC=CC=C1)(C1=CC=CC=C1)N1C(NC(C(=C1)I)=O)=O (1-benzhydryl-5-iodo-pyrimidine-2,4-dione), C1=C(C=CC2=CC=CC=C12)B(O)O (2-naphthylboronic acid). Yields the product C(C1=CC=CC=C1)(C1=CC=CC=C1)N1C(NC(C(=C1)C1=CC2=CC=CC=C2C=C1)=O)=O (1-benzhydryl-5-(2-naphthyl)pyrimidine-2,4-dione). The yield is 82.4%. Reaction SMILES: [CH:1]([N:14]1[CH:19]=[C:18](I)[C:17](=[O:21])[NH:16][C:15]1=[O:22])([C:8]1[CH:13]=[CH:12][CH:11]=[CH:10][CH:9]=1)[C:2]1[CH:7]=[CH:6][CH:5]=[CH:4][CH:3]=1.[CH:23]1[C:32]2[C:27](=[CH:28][CH:29]=[CH:30][CH:31]=2)[CH:26]=[CH:25][C:24]=1B(O)O>>[CH:1]([N:14]1[CH:19]=[C:18]([C:25]2[CH:24]=[CH:23][C:32]3[C:27](=[CH:28][CH:29]=[CH:30][CH:31]=3)[CH:26]=2)[C:17](=[O:21])[NH:16][C:15]1=[O:22])([C:8]1[CH:13]=[CH:12][CH:11]=[CH:10][CH:9]=1)[C:2]1[CH:7]=[CH:6][CH:5]=[CH:4][CH:3]=1. Procedure details: The title compound: was obtained according to the procedure described for the synthesis of Example 14 (Step 2), starting from 1-benzhydryl-5-iodo-pyrimidine-2,4-dione (0.11 g, 0.27 mmol) and 2-naphthylboronic acid (0.07 g, 0.41 mmol). The crude was purified by column chromatography using a Teledyne ISCO apparatus (cyclohexane:EtOAc 70:30) to afford the title compound (0.09 g, 80%) as an off-white solid. 1H NMR (400 MHz, CDCl3): 7.17 (s, 1H), 7.24-7.27 (m, 2H), 7.36 (s, 1H), 7.38-7.47 (m, 10H), 7...